Task: describe an organic reaction: reactants, conditions, products, and yield. Dataset: the Open Reaction Database (ORD), a public repository of structured organic reaction records RXN SMILES: [CH3:1][NH:2][C:3]([C:4]([CH3:5])([CH3:6])[O:7][C:8](=[O:9])[CH3:10])=[N:11][c:12]1[cH:13][c:14]([C:19]([F:20])([F:21])[F:22])[c:15]([Br:18])[cH:16][cH:17]1.[CH3:26][CH2:27][OH:28].[ClH:25].[K+:24].[OH-:23]>>[CH3:1][NH:2][C:3]([C:4]([CH3:5])([CH3:6])[OH:7])=[N:11][c:12]1[cH:13][c:14]([C:19]([F:20])([F:21])[F:22])[c:15]([Br:18])[cH:16][cH:17]1. Product: CNC(=Nc1ccc(Br)c(C(F)(F)F)c1)C(C)(C)O. The reactants are CNC(=Nc1ccc(Br)c(C(F)(F)F)c1)C(C)(C)OC(C)=O, CCO, Cl, [K+], [OH-].